The task is: describe an organic reaction: reactants, conditions, products, and yield. This data is from the Open Reaction Database (ORD), a public repository of structured organic reaction records. Starting materials: I.C1(=CC=CC=C1)N1N=C(C=C1NC(SC)=N)C1=CC=CC=C1 (N(1,3-Diphenyl-5-pyrazolyl)-S-methyl isothiourea hydroiodide), C(CN)N (ethylene diamine). The product is C1(=CC=CC=C1)N1N=C(C=C1NC=1NCCN1)C1=CC=CC=C1 (2(1,3-Diphenyl-5-pyrazolyl) amino-2-imidazoline). As a reaction SMILES: I.[C:2]1([N:8]2[C:12]([NH:13][C:14](=[NH:17])SC)=[CH:11][C:10]([C:18]3[CH:23]=[CH:22][CH:21]=[CH:20][CH:19]=3)=[N:9]2)[CH:7]=[CH:6][CH:5]=[CH:4][CH:3]=1.[CH2:24](N)[CH2:25][NH2:26]>>[C:2]1([N:8]2[C:12]([NH:13][C:14]3[NH:26][CH2:25][CH2:24][N:17]=3)=[CH:11][C:10]([C:18]3[CH:23]=[CH:22][CH:21]=[CH:20][CH:19]=3)=[N:9]2)[CH:7]=[CH:6][CH:5]=[CH:4][CH:3]=1 |f:0.1|. Reported procedure: N(1,3-Diphenyl-5-pyrazolyl)-S-methyl isothiourea hydroiodide (43.6 g.) and ethylene diamine (12.0 g.) were reacted as described in Example VI to give 26.0 g. of the product, mp 228°-230° C. Starting materials: O (water), N-Butyl lithium, [I-].C[P+](C1=CC=CC=C1)(C1=CC=CC=C1)C1=CC=CC=C1 (methyl triphenylphosphonium iodide), C1CC2=CC=CC=C2C(=O)C1 (α-Tetralone). Run in C1CCOC1 (THF), C1CCOC1 (THF). Conditions: time 17 hour. Yields the product C=C1CCCC2=CC=CC=C12 (1, 2, 3, 4-Tetrahydro-1-methylene-napthalene). Reaction SMILES: [I-].[CH3:2][P+](C1C=CC=CC=1)(C1C=CC=CC=1)C1C=CC=CC=1.[CH2:22]1[CH2:32][C:30](=O)[C:29]2[C:24](=[CH:25][CH:26]=[CH:27][CH:28]=2)[CH2:23]1.O>C1COCC1>[CH2:2]=[C:30]1[C:29]2[C:24](=[CH:25][CH:26]=[CH:27][CH:28]=2)[CH2:23][CH2:22][CH2:32]1 |f:0.1|. Reported procedure: N-Butyl lithium (Aldrich) (47 cm3, 74.8 mmol, 1.6 M solution in hexane) was added dropwise to a solution of methyl triphenylphosphonium iodide (Aldrich) (27.65 g, 68 mmol) in dry THF (150 cm3), under nitrogen at 0° C. α-Tetralone (Aldrich) (10 g, 68 mmol) in dry THF (100 cm3 was then added dropwise and the mixture stirred for 17 hours at room temperature. The reaction mixture was then added to water and extracted with ethyl acetate. The combined extracts were then dried (Na2SO4), filtered and co... Starting materials: [BH4-], CCCCCN, CO, NC(=O)c1cnc(Oc2ccc(C=O)cc2F)cn1, [Na+]. Product: CCCCCNCc1ccc(Oc2cnc(C(N)=O)cn2)c(F)c1. RXN SMILES: [BH4-:26].[CH2:20]([CH2:21][CH2:22][CH2:23][CH3:24])[NH2:25].[CH3:28][OH:29].[F:1][c:2]1[c:3]([O:4][c:5]2[n:6][cH:7][c:8]([C:11](=[O:12])[NH2:13])[n:9][cH:10]2)[cH:14][cH:15][c:16]([CH:18]=[O:19])[cH:17]1.[Na+:27]>>[F:1][c:2]1[c:3]([O:4][c:5]2[n:6][cH:7][c:8]([C:11](=[O:12])[NH2:13])[n:9][cH:10]2)[cH:14][cH:15][c:16]([CH2:18][NH:25][CH2:20][CH2:21][CH2:22][CH2:23][CH3:24])[cH:17]1. Starting materials: CN(C=O)C (N,N-dimethylformamide), S(=O)(Cl)Cl (thionyl chloride), FC1(OC2=C(O1)C=CC=C2C(=O)O)F (2,2-Difluoro-1,3-benzodioxole-4-carboxylic acid). Run in ClCCCl (1,2-dichloroethane). Yields the product FC1(OC2=C(O1)C=CC=C2C(=O)Cl)F (2,2-difluoro-1,3-benzodioxol-4-oyl chloride). Yield: 106.0%. RXN SMILES: [F:1][C:2]1([F:14])[O:6][C:5]2[CH:7]=[CH:8][CH:9]=[C:10]([C:11](O)=[O:12])[C:4]=2[O:3]1.CN(C)C=O.S(Cl)([Cl:22])=O>ClCCCl>[F:1][C:2]1([F:14])[O:6][C:5]2[CH:7]=[CH:8][CH:9]=[C:10]([C:11]([Cl:22])=[O:12])[C:4]=2[O:3]1. Procedure: 2,2-Difluoro-1,3-benzodioxole-4-carboxylic acid (15.0 g) was dissolved in 1,2-dichloroethane and N,N-dimethylformamide and thionyl chloride (10.6 g) added. The mixture was heated under reflux for 1 hour, and the solvent evaporated in vacuo. The residue was dissolved in toluene and re-evaporated to yield 2,2-difluoro-1,3-benzodioxol-4-oyl chloride (17.35 g).